From a dataset of the Open Reaction Database (ORD), a public repository of structured organic reaction records. describe an organic reaction: reactants, conditions, products, and yield The reactants are ClC1=NC(=NC(=N1)Cl)N1CCCCCC1 (1-(4,6-dichloro-1,3,5-triazin-2-yl)azepane), N[C@H]1CC[C@H](CC1)C(=O)O (cis-4-amino-cyclohexanecarboxylic acid), crude product, [OH-].[Na+] (NaOH). The solvent is CC#N.O (CH3CN H2O). Reaction conditions: time 5.5 hour. Yields the product N1(CCCCCC1)C1=NC(=NC(=N1)Cl)N[C@H]1CC[C@H](CC1)C(=O)O (cis-4-(4-(azepan-1-yl)-6-chloro-1,3,5-triazin-2-ylamino) cyclohexanecarboxylic acid). As a reaction SMILES: Cl[C:2]1[N:7]=[C:6]([Cl:8])[N:5]=[C:4]([N:9]2[CH2:15][CH2:14][CH2:13][CH2:12][CH2:11][CH2:10]2)[N:3]=1.[NH2:16][C@@H:17]1[CH2:22][CH2:21][C@H:20]([C:23]([OH:25])=[O:24])[CH2:19][CH2:18]1.[OH-].[Na+]>CC#N.O>[N:9]1([C:4]2[N:5]=[C:6]([Cl:8])[N:7]=[C:2]([NH:16][C@@H:17]3[CH2:22][CH2:21][C@H:20]([C:23]([OH:25])=[O:24])[CH2:19][CH2:18]3)[N:3]=2)[CH2:15][CH2:14][CH2:13][CH2:12][CH2:11][CH2:10]1 |f:2.3,4.5|. Procedure: To the solution of crude 1-(4,6-dichloro-1,3,5-triazin-2-yl)azepane (0.77 mmol) in CH3CN/H2O (1/1, 20 ml) was added cis-4-amino-cyclohexanecarboxylic acid (110 mg, 0.77 mmol, 1 equivalent), followed by 1N NaOH (1.54 ml, 1.54 mmol, 2 equivalents). The reaction mixture was stirred at room temperature 5-6 hrs. The crude product was used in the next step. The reactants are Cc1cc(C)n2nc(CC3=C(O)CC(CCCCC4CCN(C(=O)OC(C)(C)C)CC4)(C4CCCC4)OC3=O)nc2n1, Cl, C1COCCO1. Product: Cc1cc(C)n2nc(CC3=C(O)CC(CCCCC4CCNCC4)(C4CCCC4)OC3=O)nc2n1. RXN SMILES: [CH:1]1([C:6]2([CH2:26][CH2:27][CH2:28][CH2:29][CH:30]3[CH2:31][CH2:32][N:33]([C:36]([O:37][C:38]([CH3:39])([CH3:40])[CH3:41])=[O:42])[CH2:34][CH2:35]3)[O:7][C:8](=[O:25])[C:9]([CH2:13][c:14]3[n:15][n:16]4[c:17]([n:18][c:19]([CH3:23])[cH:20][c:21]4[CH3:22])[n:24]3)=[C:10]([OH:12])[CH2:11]2)[CH2:2][CH2:3][CH2:4][CH2:5]1.[ClH:43].[O:44]1[CH2:45][CH2:46][O:47][CH2:48][CH2:49]1>>[CH:1]1([C:6]2([CH2:26][CH2:27][CH2:28][CH2:29][CH:30]3[CH2:31][CH2:32][NH:33][CH2:34][CH2:35]3)[O:7][C:8](=[O:25])[C:9]([CH2:13][c:14]3[n:15][n:16]4[c:17]([n:18][c:19]([CH3:23])[cH:20][c:21]4[CH3:22])[n:24]3)=[C:10]([OH:12])[CH2:11]2)[CH2:2][CH2:3][CH2:4][CH2:5]1. Reactants: BrC1=CC(=C(NC2=NC=NC3=CC(=C(C=C23)OC)O)C(=C1)F)F (4-(4-bromo-2,6-difluoroanilino)-7-hydroxy-6-methoxyquinazoline), C(C)(C)(C)OC(=O)N1CCC(CC1)CO (1-(tert-butoxycarbonyl)-4-hydroxymethylpiperidine). Yields the product BrC1=CC(=C(NC2=NC=NC3=CC(=C(C=C23)OC)OCC2CCN(CC2)C(=O)OC(C)(C)C)C(=C1)F)F (4-(4-bromo-2,6-difluoroanilino)-7-(1-(tert-butoxycarbonyl)piperidin-4-ylmethoxy)-6-methoxyquinazoline). Yield: 40.8%. RXN SMILES: [Br:1][C:2]1[CH:21]=[C:20]([F:22])[C:5]([NH:6][C:7]2[C:16]3[C:11](=[CH:12][C:13]([OH:19])=[C:14]([O:17][CH3:18])[CH:15]=3)[N:10]=[CH:9][N:8]=2)=[C:4]([F:23])[CH:3]=1.[C:24]([O:28][C:29]([N:31]1[CH2:36][CH2:35][CH:34]([CH2:37]O)[CH2:33][CH2:32]1)=[O:30])([CH3:27])([CH3:26])[CH3:25]>>[Br:1][C:2]1[CH:3]=[C:4]([F:23])[C:5]([NH:6][C:7]2[C:16]3[C:11](=[CH:12][C:13]([O:19][CH2:37][CH:34]4[CH2:35][CH2:36][N:31]([C:29]([O:28][C:24]([CH3:25])([CH3:27])[CH3:26])=[O:30])[CH2:32][CH2:33]4)=[C:14]([O:17][CH3:18])[CH:15]=3)[N:10]=[CH:9][N:8]=2)=[C:20]([F:22])[CH:21]=1. Procedure details: Using an analogous procedure to that described in the preparation of the starting material in Example 8, 4-(4-bromo-2,6-difluoroanilino)-7-hydroxy-6-methoxyquinazoline (1 g, 2.62 mmol) was reacted with 1-(tert-butoxycarbonyl)-4-hydroxymethylpiperidine (845 mg, 3.93 mmol), (prepared as described for the starting material in Example 1), to give 4-(4-bromo-2,6-difluoroanilino)-7-(1-(tert-butoxycarbonyl)piperidin-4-ylmethoxy)-6-methoxyquinazoline (620 mg, 41%). The reactants are ClC1=C(NC(=C1S(=O)C1=CC=CC=C1)C1=CC=C(C=C1)Cl)C(F)(F)F (3-chloro-5-(p-chlorophenyl)-4-(phenylsulfinyl)-2-(trifluoromethyl)pyrrole), OO (hydrogen peroxide), ice water. The solvent is C(C)(=O)O (acetic acid). Reaction conditions: temperature 50 celsius, time 7 hour. The product is ClC1=C(NC(=C1S(=O)(=O)C1=CC=CC=C1)C1=CC=C(C=C1)Cl)C(F)(F)F (3-chloro-5-(p-chlorophenyl)-4-(phenylsulfonyl)-2-(trifluoromethyl)pyrrole). Reaction SMILES: [Cl:1][C:2]1[C:6]([S:7]([C:9]2[CH:14]=[CH:13][CH:12]=[CH:11][CH:10]=2)=[O:8])=[C:5]([C:15]2[CH:20]=[CH:19][C:18]([Cl:21])=[CH:17][CH:16]=2)[NH:4][C:3]=1[C:22]([F:25])([F:24])[F:23].[OH:26]O>C(O)(=O)C>[Cl:1][C:2]1[C:6]([S:7]([C:9]2[CH:10]=[CH:11][CH:12]=[CH:13][CH:14]=2)(=[O:26])=[O:8])=[C:5]([C:15]2[CH:20]=[CH:19][C:18]([Cl:21])=[CH:17][CH:16]=2)[NH:4][C:3]=1[C:22]([F:24])([F:23])[F:25]. Procedure details: A mixture of 3-chloro-5-(p-chlorophenyl)-4-(phenylsulfinyl)-2-(trifluoromethyl)pyrrole (0.335 g, 0.83 mmol) and 30% hydrogen peroxide solution (0.28 mL, 2.49 mmol) in acetic acid is stirred at 50° C. for 7 hours, cooled and poured into an ice-water mixture. The resultant aqueous mixture is filtered to obtain a solid which is washed with water and dried to give the title product as a colorless solid (mp 158°-161° C.). Starting materials: N1(CCCCCC=NCCC1)C1CCCCCCCCCC1 (1,8-Diazabicycloundec-7-ene), COC(=O)C1(OCCCC1)C(C)OS(=O)(=O)C(F)(F)F (2-(1-trifluoromethanesulfonyloxy-ethyl)-tetrahydro-pyran-2-carboxylic acid methyl ester), ice. Solvent: ClCCl (dichloromethane). Conditions: time 18 hour. The product is COC(=O)C1(OCCCC1)C=C (2-Vinyl-tetrahydro-pyran-2-carboxylic acid methyl ester). Isolated yield 83.0%. As a reaction SMILES: [CH3:1][O:2][C:3]([C:5]1([CH:11](OS(C(F)(F)F)(=O)=O)[CH3:12])[CH2:10][CH2:9][CH2:8][CH2:7][O:6]1)=[O:4].N1(C2CCCCCCCCCC2)CCCN=CCCCCC1>ClCCl>[CH3:1][O:2][C:3]([C:5]1([CH:11]=[CH2:12])[CH2:10][CH2:9][CH2:8][CH2:7][O:6]1)=[O:4]. Reported procedure: A solution of 2-(1-trifluoromethanesulfonyloxy-ethyl)-tetrahydro-pyran-2-carboxylic acid methyl ester (2.12 g, 3.3 mmol) in dichloromethane (5 mL) was stirred at room temperature under nitrogen. 1,8-Diazabicycloundec-7-ene (2.0 g, 2 mL, 13.2 mmol) was added and the reaction mixture was stirred at room temperature for 18 h. The reaction mixture was cooled to 0° C. and acidified to pH 2 with ice cold hydrochloric acid (2 M). The mixture was extracted with dichloromethane. The organic extracts were... The reactants are [H-].[Na+] (sodium hydride), COC=1C=C2CCNC(C2=CC1OC)=O (6,7-dimethoxy-3,4-dihydro-2H-isoquinolin-1-one), BrCCCCl (1-bromo-3-chloro-propane). The solvent is CN(C=O)C (dimethyl formamide). Conditions: temperature 80 celsius. Product: COC=1C=C2CCN(C(C2=CC1OC)=O)CCCCl (1-(6,7-dimethoxy-3,4-dihydro-2H-isoquinolin-1-one-2-yl)-3-chloro-propane). As a reaction SMILES: [H-].[Na+].[CH3:3][O:4][C:5]1[CH:6]=[C:7]2[C:12](=[CH:13][C:14]=1[O:15][CH3:16])[C:11](=[O:17])[NH:10][CH2:9][CH2:8]2.Br[CH2:19][CH2:20][CH2:21][Cl:22]>CN(C)C=O>[CH3:3][O:4][C:5]1[CH:6]=[C:7]2[C:12](=[CH:13][C:14]=1[O:15][CH3:16])[C:11](=[O:17])[N:10]([CH2:19][CH2:20][CH2:21][Cl:22])[CH2:9][CH2:8]2 |f:0.1|. Procedure: 2.1 gm (44 millimols) of sodium hydride were added to a solution of 8.0 gm (41 millimols) of 6,7-dimethoxy-3,4-dihydro-2H-isoquinolin-1-one in 100 ml of dimethyl formamide, and the mixture was heated at 80° C. for 30 minutes. Then, 20 ml of 1-bromo-3-chloro-propane were added dropwise, and the mixture was heated at 100° C. for 3 hours. The solvent was then removed in vacuo, the solid residue was digested in water, and the aqueous mixture was extracted with chloroform several times. The combined ...